The task is: describe an organic reaction: reactants, conditions, products, and yield. This data is from the Open Reaction Database (ORD), a public repository of structured organic reaction records. Starting materials: COC(=O)Cc1cccc(Oc2ccc(Br)cc2CNC(C)Cc2ccccc2)c1, COC(=O)Cl. Product: COC(=O)Cc1cccc(Oc2ccc(Br)cc2CN(C(=O)OC)C(C)Cc2ccccc2)c1. RXN SMILES: [CH3:1][O:2][C:3]([CH2:4][c:5]1[cH:6][c:7]([O:11][c:12]2[c:13]([CH2:19][NH:20][CH:21]([CH2:22][c:23]3[cH:24][cH:25][cH:26][cH:27][cH:28]3)[CH3:29])[cH:14][c:15]([Br:18])[cH:16][cH:17]2)[cH:8][cH:9][cH:10]1)=[O:30].[Cl:31][C:32](=[O:33])[O:34][CH3:35]>>[CH3:1][O:2][C:3]([CH2:4][c:5]1[cH:6][c:7]([O:11][c:12]2[c:13]([CH2:19][N:20]([CH:21]([CH2:22][c:23]3[cH:24][cH:25][cH:26][cH:27][cH:28]3)[CH3:29])[C:32](=[O:33])[O:34][CH3:35])[cH:14][c:15]([Br:18])[cH:16][cH:17]2)[cH:8][cH:9][cH:10]1)=[O:30].